Dataset: the Open Reaction Database (ORD), a public repository of structured organic reaction records. Task: describe an organic reaction: reactants, conditions, products, and yield The reactants are CC(C)(C)OC(=O)NS(=O)(=O)OCC1CC(Nc2cc(NC3CCc4ccccc43)ncn2)CC1O, ClCCl, O=C(O)C(F)(F)F. The product is NS(=O)(=O)OCC1CC(Nc2cc(NC3CCc4ccccc43)ncn2)CC1O. Reaction SMILES: [CH:1]1([NH:10][c:11]2[cH:12][c:13]([NH:17][CH:18]3[CH2:19][CH:20]([OH:36])[CH:21]([CH2:23][O:24][S:25](=[O:26])(=[O:27])[NH:28][C:29](=[O:30])[O:31][C:32]([CH3:33])([CH3:34])[CH3:35])[CH2:22]3)[n:14][cH:15][n:16]2)[CH2:2][CH2:3][c:4]2[cH:5][cH:6][cH:7][cH:8][c:9]21.[Cl:44][CH2:45][Cl:46].[OH:37][C:38]([C:39]([F:40])([F:41])[F:42])=[O:43]>>[CH:1]1([NH:10][c:11]2[cH:12][c:13]([NH:17][CH:18]3[CH2:19][CH:20]([OH:36])[CH:21]([CH2:23][O:24][S:25](=[O:26])(=[O:27])[NH2:28])[CH2:22]3)[n:14][cH:15][n:16]2)[CH2:2][CH2:3][c:4]2[cH:5][cH:6][cH:7][cH:8][c:9]21. Reactants: ClCCl, Nc1c(C(=O)NCC(O)(CO)C(F)(F)F)cnn1-c1ccc(F)cc1, Cc1ccc(S(=O)(=O)Cl)cc1, c1ccncc1. Product: Cc1ccc(S(=O)(=O)OCC(O)(CNC(=O)c2cnn(-c3ccc(F)cc3)c2N)C(F)(F)F)cc1. RXN SMILES: [Cl:43][CH2:44][Cl:45].[NH2:1][c:2]1[c:3]([C:14](=[O:15])[NH:16][CH2:17][C:18]([C:19]([F:20])([F:21])[F:22])([CH2:23][OH:24])[OH:25])[cH:4][n:5][n:6]1-[c:7]1[cH:8][cH:9][c:10]([F:13])[cH:11][cH:12]1.[c:32]1([CH3:42])[cH:33][cH:34][c:35]([S:38](=[O:39])(=[O:40])[Cl:41])[cH:36][cH:37]1.[cH:26]1[cH:27][cH:28][n:29][cH:30][cH:31]1>>[NH2:1][c:2]1[c:3]([C:14](=[O:15])[NH:16][CH2:17][C:18]([C:19]([F:20])([F:21])[F:22])([CH2:23][O:24][S:38]([c:35]2[cH:34][cH:33][c:32]([CH3:42])[cH:37][cH:36]2)(=[O:39])=[O:40])[OH:25])[cH:4][n:5][n:6]1-[c:7]1[cH:8][cH:9][c:10]([F:13])[cH:11][cH:12]1.